From a dataset of the Open Reaction Database (ORD), a public repository of structured organic reaction records. describe an organic reaction: reactants, conditions, products, and yield The reactants are FC1=C(C=CC=C1)C1C(CC(N1C(CNC(=O)NC1=CC(=CC=C1)C(=O)OC)=O)C(NCC(C)C)=O)S(=O)(=O)C1=CC(=CC=C1)OC ((2RS,4SR,5RS)-5-(2-fluorophenyl)-2-isobutylcarbamoyl-1-{2-[3-(3-methoxycarbonylphenyl)ureido]acetyl}-4-(3-methoxyphenyl)sulphonylpyrrolidine), [OH-].[K+] (potassium hydroxide). Run in CO (methanol), O (water). The product is C(C1=CC=CC=C1)(=O)O (benzoic acid). Reaction SMILES: FC1C=CC=CC=1C1N(C(=O)CNC(N[C:19]2[CH:24]=[CH:23][CH:22]=[C:21]([C:25]([O:27]C)=[O:26])[CH:20]=2)=O)C(C(=O)NCC(C)C)CC1S(C1C=CC=C(OC)C=1)(=O)=O.[OH-].[K+]>CO.O>[C:25]([OH:27])(=[O:26])[C:21]1[CH:22]=[CH:23][CH:24]=[CH:19][CH:20]=1 |f:1.2|. Reported procedure: A The process is performed as described in Example 1A, but starting with 3 g of (2RS,4SR,5RS)-5-(2-fluorophenyl)-2-isobutylcarbamoyl-1-{2-[3-(3-methoxycarbonylphenyl)ureido]acetyl}-4-(3-methoxyphenyl)sulphonylpyrrolidine and 0.245 g of potassium hydroxide in a mixture of 60 cm3 of methanol and 20 cm3 of distilled water. After treatment, 0.5 g of (2RS,4SR,5RS)-3-(3-{2-[5-(2-fluorophenyl)-2-isobutylcarbamoyl-4-(3-methoxyphenyl)sulphonyl-1-pyrrolidinyl]-2-oxoethyl}ureido!benzoic acid is obtained [R... Reactants: O=C([O-])O, COC(OC)OC, CO, COc1cc([N+](=O)[O-])c(F)cc1C=O, [Na+], O, Cc1ccc(S(=O)(=O)O)cc1. Yields the product COc1cc([N+](=O)[O-])c(F)cc1C(OC)OC. RXN SMILES: [C:34](=[O:35])([OH:36])[O-:37].[CH3:15][O:16][CH:17]([O:18][CH3:19])[O:20][CH3:21].[CH3:39][OH:40].[F:1][c:2]1[c:3]([N+:12](=[O:13])[O-:14])[cH:4][c:5]([O:10][CH3:11])[c:6]([CH:7]=[O:8])[cH:9]1.[Na+:38].[OH2:22].[c:23]1([CH3:24])[cH:25][cH:26][c:27]([S:28]([OH:29])(=[O:30])=[O:31])[cH:32][cH:33]1>>[F:1][c:2]1[c:3]([N+:12](=[O:13])[O-:14])[cH:4][c:5]([O:10][CH3:11])[c:6]([CH:17]([O:18][CH3:19])[O:20][CH3:21])[cH:9]1. Starting materials: ClC1=CC=CC(=N1)C1(CCC1)C1=NCCC2=CC=C(C=C12)O (1-[1-(6-Chloropyridin-2-yl)cyclobutyl]-3,4-dihydroisoquinolin-7-ol), suspension, [H-].[Na+] (sodium hydride), oil, C(C)(C)(C)OC(NCCBr)=O (tert-butyl-2-bromoethylcarbamate). Solvent: CN(C=O)C (dimethylformamide), O (water), CCCCC (n-pentane), CN(C=O)C (dimethylformamide), CN(C=O)C (dimethylformamide). Conditions: temperature 40 celsius. Yields the product ClC1=CC=CC(=N1)C1(CCC1)C1=NCCC2=CC=C(C=C12)OCCNC(OC(C)(C)C)=O (tert-Butyl [2-({1-[1-(6-chloropyridin-2-yl)cyclobutyl]-3,4-dihydroisoquinolin-7-yl}oxy)ethyl]carbamate). As a reaction SMILES: [H-].[Na+].[Cl:3][C:4]1[N:9]=[C:8]([C:10]2([C:14]3[C:23]4[C:18](=[CH:19][CH:20]=[C:21]([OH:24])[CH:22]=4)[CH2:17][CH2:16][N:15]=3)[CH2:13][CH2:12][CH2:11]2)[CH:7]=[CH:6][CH:5]=1.[C:25]([O:29][C:30](=[O:35])[NH:31][CH2:32][CH2:33]Br)([CH3:28])([CH3:27])[CH3:26]>CCCCC.CN(C)C=O.O>[Cl:3][C:4]1[N:9]=[C:8]([C:10]2([C:14]3[C:23]4[C:18](=[CH:19][CH:20]=[C:21]([O:24][CH2:33][CH2:32][NH:31][C:30](=[O:35])[O:29][C:25]([CH3:28])([CH3:27])[CH3:26])[CH:22]=4)[CH2:17][CH2:16][N:15]=3)[CH2:13][CH2:12][CH2:11]2)[CH:7]=[CH:6][CH:5]=1 |f:0.1|. Procedure: 90% suspension of sodium hydride in oil (37 mg, 1.387 mmol) was washed with n-pentane and suspended in dry dimethylformamide (5 ml). (1-[1-(6-Chloropyridin-2-yl)cyclobutyl]-3,4-dihydroisoquinolin-7-ol (217 mg, 0.69 mmol) dissolved in dimethylformamide (1 ml) was added dropwise. After stirring at room temperature for 1 hour a solution of tert-butyl-2-bromoethylcarbamate (466 mg, 2.08 mmol) in dimethylformamide (2 ml) was added dropwise. The reaction mixture was heated to 40° C. for 4 hours. The r... Reactants: [NH4+].[OH-] (NH4OH), N1(C=NC=C1)C(C1=CC=C(C=C1)NC(C=C(C1=CC=CC=C1)C1=CC=CC=C1)=O)C1=CC=CC=C1 ((±)-N-[4-[(1H-imidazol-1-yl)phenylmethyl]phenyl]-3,3-diphenyl-2-propenamide), [Cl-].[Al+3].[Cl-].[Cl-] (aluminium chloride), ice water. The solvent is ClC1=CC=CC=C1 (chlorobenzene). Run at temperature 95 celsius, time 8 hour. Product: N1(C=NC=C1)C(C=1C=C2C(=CC(NC2=CC1)=O)C1=CC=CC=C1)C1=CC=CC=C1 ((±)-6-[(1H-imidazol-1-yl)phenylmethyl]-4-phenyl-2(1H)-quinolinone). The yield is 16.0%. As a reaction SMILES: N1([CH:6]([C:30]2[CH:35]=[CH:34][CH:33]=[CH:32][CH:31]=2)[C:7]2[CH:12]=[CH:11][C:10]([NH:13][C:14](=O)[CH:15]=[C:16]([C:23]3[CH:28]=[CH:27][CH:26]=[CH:25][CH:24]=3)C3C=CC=CC=3)=[CH:9][CH:8]=2)C=CN=C1.[Cl-].[Al+3].[Cl-].[Cl-].[NH4+:40].[OH-:41]>ClC1C=CC=CC=1>[N:40]1([CH:6]([C:30]2[CH:31]=[CH:32][CH:33]=[CH:34][CH:35]=2)[C:7]2[CH:12]=[C:11]3[C:10](=[CH:9][CH:8]=2)[NH:13][C:14](=[O:41])[CH:15]=[C:16]3[C:23]2[CH:24]=[CH:25][CH:26]=[CH:27][CH:28]=2)[CH:9]=[CH:10][N:13]=[CH:14]1 |f:1.2.3.4,5.6|. Reported procedure: A mixture of intermediate (1-c) (22.85 g) and aluminium chloride (48 g) in chlorobenzene (200 ml) was heated at 95° C. overnight. The mixture was cooled, poured into ice water, basified with NH4OH and evaporated till dryness. The residue was taken up in DCM and ethanol. The residue was filtered and evaporated. The residue was taken up in DCM and stirred with HCl 3N overnight. The mixture was extracted, the aqueous layer was washed with ethyl acetate, basified with NH4OAc and then extracted with ...